Dataset: the Open Reaction Database (ORD), a public repository of structured organic reaction records. Task: describe an organic reaction: reactants, conditions, products, and yield Yield: 47.8%. As a reaction SMILES: [Cl:1][C:2]1[CH:7]=[CH:6][C:5]([NH:8][C:9]([C:11]2[CH:15]=[CH:14][O:13][C:12]=2[CH3:16])=O)=[CH:4][C:3]=1[CH:17]=[N:18][N:19]1[CH2:24][CH2:23][O:22][CH2:21][CH2:20]1.C(=O)(O)[O-].[Na+].COC1C=CC(P2(SP(C3C=CC(OC)=CC=3)(=S)S2)=[S:39])=CC=1.[O-2].[Al+3].[O-2].[O-2].[Al+3]>C1(C)C=CC=CC=1>[Cl:1][C:2]1[CH:7]=[CH:6][C:5]([NH:8][C:9]([C:11]2[CH:15]=[CH:14][O:13][C:12]=2[CH3:16])=[S:39])=[CH:4][C:3]=1[CH:17]=[N:18][N:19]1[CH2:24][CH2:23][O:22][CH2:21][CH2:20]1 |f:1.2,4.5.6.7.8|. The product is ClC1=C(C=C(C=C1)NC(=S)C1=C(OC=C1)C)C=NN1CCOCC1 (N-[4-chloro-3-[(4-morpholinylimino)methyl]phenyl]-2-methyl-3-furancarbothioamide). Reactants: [O-2].[Al+3].[O-2].[O-2].[Al+3] (aluminum oxide), ClC1=C(C=C(C=C1)NC(=O)C1=C(OC=C1)C)C=NN1CCOCC1 (N-[4-chloro-3-[(4-morpholinylimino)methyl]phenyl]-2-methyl-3-furancarboxamide), C([O-])(O)=O.[Na+] (sodium bicarbonate), COC=1C=CC(=CC1)P2(=S)SP(=S)(S2)C=3C=CC(=CC3)OC (Lawesson's reagent). Run at temperature 85 celsius. Procedure details: A reaction mixture of N-[4-chloro-3-[(4-morpholinylimino)methyl]phenyl]-2-methyl-3-furancarboxamide (1.0 g), sodium bicarbonate (2.5 g), Lawesson's reagent (1.2 g) in toluene (25 ml) was heated at 85° C. for 4 hours. After cooling, the reaction mixture was passed through a plug of aluminum oxide, followed by elution with ether. Evaporation of the eluant gave 0.5 g of N-[4-chloro-3-[(4-morpholinylimino)methyl]phenyl]-2-methyl-3-furancarbothioamide as a yellow solid, mp 142-143° C. Run in C1(=CC=CC=C1)C (toluene). Reactants: FC1=CC=C(C=C1)C=1N(C(C(=CN1)NC(=O)OCC1=CC=NC=C1)=O)CC(=O)NC(C(C(F)(F)F)O[Si](C)(C)C(C)(C)C)C(C)C (2-[2-(4-Fluorophenyl)-6-oxo-5-(4-pyridylmethoxycarbonylamino)-1,6-dihydro-1-pyrimidinyl]-N-(2-tert-butyldimethylsilyloxy-3,3,3-trifluoro-1-isopropylpropyl)acetamide), CO (methanol). Run in ClCCl (dichloromethane). Yields the product FC1=CC=C(C=C1)C=1N(C(C(=CN1)NC(=O)OCC1=CC=NC=C1)=O)CC(=O)NC(C(C(F)(F)F)O)C(C)C (2-[2-(4-fluorophenyl)-6-oxo-5-(4-pyridylmethoxycarbonylamino)-1,6-dihydro-1-pyrimidinyl]-N-(3,3,3-trifluoro-2-hydroxy-1-isopropylpropyl)acetamide). RXN SMILES: [F:1][C:2]1[CH:7]=[CH:6][C:5]([C:8]2[N:9]([CH2:26][C:27]([NH:29][CH:30]([CH:44]([CH3:46])[CH3:45])[CH:31]([O:36][Si](C(C)(C)C)(C)C)[C:32]([F:35])([F:34])[F:33])=[O:28])[C:10](=[O:25])[C:11]([NH:14][C:15]([O:17][CH2:18][C:19]3[CH:24]=[CH:23][N:22]=[CH:21][CH:20]=3)=[O:16])=[CH:12][N:13]=2)=[CH:4][CH:3]=1.CO>ClCCl>[F:1][C:2]1[CH:7]=[CH:6][C:5]([C:8]2[N:9]([CH2:26][C:27]([NH:29][CH:30]([CH:44]([CH3:46])[CH3:45])[CH:31]([OH:36])[C:32]([F:34])([F:35])[F:33])=[O:28])[C:10](=[O:25])[C:11]([NH:14][C:15]([O:17][CH2:18][C:19]3[CH:20]=[CH:21][N:22]=[CH:23][CH:24]=3)=[O:16])=[CH:12][N:13]=2)=[CH:4][CH:3]=1. Procedure details: 2-[2-(4-Fluorophenyl)-6-oxo-5-(4-pyridylmethoxycarbonylamino)-1,6-dihydro-1-pyrimidinyl]-N-(2-tert-butyldimethylsilyloxy-3,3,3-trifluoro-1-isopropylpropyl)acetamide was subjected to a procedure similar to that described in Example 2.d. Chromatography with methanol:dichloromethane (gradient, 5:95, 7:93) as the eluent, gave 2-[2-(4-fluorophenyl)-6-oxo-5-(4-pyridylmethoxycarbonylamino)-1,6-dihydro-1-pyrimidinyl]-N-(3,3,3-trifluoro-2-hydroxy-1-isopropylpropyl)acetamide as a white solid; MS: m/z=552(... Starting materials: [BH4-], CC(C)(C)C1OCC(=O)C1C(=O)O, CCOCC, CC(C)O, [Na+], CC(C)(C)OC(=O)C1COCC1=O. Product: CC(C)(C)OC(=O)C1COCC1O. Reaction SMILES: [BH4-:27].[C:1]([CH:2]1[CH:3]([C:4]([OH:5])=[O:6])[C:7](=[O:8])[CH2:9][O:10]1)([CH3:11])([CH3:12])[CH3:13].[CH3:29][CH2:30][O:31][CH2:32][CH3:33].[CH:34]([OH:35])([CH3:36])[CH3:37].[Na+:28].[O:14]=[C:15]1[CH:16]([C:20](=[O:21])[O:22][C:23]([CH3:24])([CH3:25])[CH3:26])[CH2:17][O:18][CH2:19]1>>[OH:14][CH:15]1[CH:16]([C:20](=[O:21])[O:22][C:23]([CH3:24])([CH3:25])[CH3:26])[CH2:17][O:18][CH2:19]1.